Task: describe an organic reaction: reactants, conditions, products, and yield. Dataset: the Open Reaction Database (ORD), a public repository of structured organic reaction records Starting materials: [Cl-].[Ca+2].[Cl-] (calcium chloride), [BH4-].[Na+] (sodium borohydride), COC(=O)C1=NC(=C(C=C1)C(=O)OC)Cl (6-chloro-pyridine-2,5-dicarboxylic acid dimethyl ester). Run in C(C)O (ethanol), C1CCOC1 (THF). Conditions: time 1 hour. The product is COC(C1=C(N=C(C=C1)CO)Cl)=O (2-Chloro-6-hydroxymethyl-nicotinic acid methyl ester). Yield: 69.2%. RXN SMILES: [Cl-].[Ca+2].[Cl-].[BH4-].[Na+].C[O:7][C:8]([C:10]1[CH:15]=[CH:14][C:13]([C:16]([O:18][CH3:19])=[O:17])=[C:12]([Cl:20])[N:11]=1)=O>C(O)C.C1COCC1>[CH3:19][O:18][C:16](=[O:17])[C:13]1[CH:14]=[CH:15][C:10]([CH2:8][OH:7])=[N:11][C:12]=1[Cl:20] |f:0.1.2,3.4|. Procedure: A cold (0° C.) suspension of calcium chloride (19.54 g, 176 mmol) and sodium borohydride (4.18 g, 110 mmol) in anhydrous ethanol (176 mL) and anhydrous THF (88 mL) was stirred for 1 hour, after which 6-chloro-pyridine-2,5-dicarboxylic acid dimethyl ester (9.97 g, 44 mmol) was added. After stirring at 0° C. for a further 6 hours, the reaction was quenched by the addition of H2SO4 (35 mL, 5M). The reaction mixture was diluted with ethyl acetate and filtered through Celite®. The filtrate was washed... The reactants are polyvinyl alcohol, C=CC1=CC=CC=C1 (styrene), C=C (ethylene), mercaptan, C(C=C)#N (acrylonitrile), C=CC1=CC=CC=C1 (styrene), C=CC1=CC=CC=C1 (styrene), C(C=C)#N (acrylonitrile), C(CCCCCCCCCCC)S (n-dodecyl mercaptan), C(C1=CC=CC=C1)(=O)OOC(C1=CC=CC=C1)=O (benzoyl peroxide). Solvent: O (water). Product: C=CC#N.C=CC1=CC=CC=C1 (acrylonitrile-styrene copolymer). As a reaction SMILES: [CH2:1]=[CH:2][C:3]1[CH:8]=[CH:7][CH:6]=[CH:5][CH:4]=1.[C:9](#[N:12])[CH:10]=[CH2:11].C(S)CCCCCCCCCCC.C(OOC(=O)C1C=CC=CC=1)(=O)C1C=CC=CC=1.C=C>O>[CH2:11]=[CH:10][C:9]#[N:12].[CH2:1]=[CH:2][C:3]1[CH:8]=[CH:7][CH:6]=[CH:5][CH:4]=1 |f:6.7|. Procedure details: Graft polymerization precursors were manufactured in the same manner as in Examples 84 to 87 except that a monomer mixture consisting of 210 g of styrene and 90 g of acrylonitrile was used in lieu of 300 g of styrene, and 0.6 g of n-dececyl mercaptan was used as a molecular weight adjusting agent. Separately, acrylonitrile-styrene copolymer was prepared by adding 70 g of styrene, 30 g of acrylonitrile, 0.2 g of n-dodecyl mercaptan and 0.5 g of benzoyl peroxide to 500 g of a water solution contai... The reactants are C(C(=O)Cl)(=O)Cl (oxalyl chloride), C(C)(C)NC(C)C (diisopropylamine), CC1=C(C=CC=C1)C1=CC=C(C(=O)O)C=C1 (4-(2-methylphenyl)benzoic acid), C([O-])([O-])=O.[K+].[K+] (potassium carbonate). Reagents/catalysts: CN(C)C=O (DMF). Run in C(Cl)Cl (DCM), C(Cl)Cl (DCM). Reaction conditions: time 3 hour. The product is C(C)(C)N(C(C1=CC=C(C=C1)C1=C(C=CC=C1)C)=O)C(C)C (N,N-diisopropyl 4-(2-methylphenyl)benzamide). Reaction SMILES: [CH3:1][C:2]1[CH:7]=[CH:6][CH:5]=[CH:4][C:3]=1[C:8]1[CH:16]=[CH:15][C:11]([C:12]([OH:14])=O)=[CH:10][CH:9]=1.C(Cl)(=O)C(Cl)=O.C(=O)([O-])[O-].[K+].[K+].[CH:29]([NH:32][CH:33]([CH3:35])[CH3:34])([CH3:31])[CH3:30]>C(Cl)Cl.CN(C=O)C>[CH:29]([N:32]([CH:33]([CH3:35])[CH3:34])[C:12](=[O:14])[C:11]1[CH:10]=[CH:9][C:8]([C:3]2[CH:4]=[CH:5][CH:6]=[CH:7][C:2]=2[CH3:1])=[CH:16][CH:15]=1)([CH3:31])[CH3:30] |f:2.3.4|. Procedure: To a suspension of 4-(2-methylphenyl)benzoic acid (4.00 g, 18.8 mmol) in DCM (150 mL) was added oxalyl chloride (10.00 g, 78.8 mmol) followed by 5 drops of DMF. The reaction mixture was stirred at RT for 3 h until a clear solution resulted. The solvent was removed in vacuo. The residue was dissolved with DCM (100 mL) and treated with aq. potassium carbonate (3.41 mL, 56.5 mmol). The reaction mixture was cooled to 0° C., and a solution of diisopropylamine (5.33 mL, 37.7 mmol) in DCM (50 mL) was a... Reaction SMILES: [C:1]([O:5][C:6]([N:8]1[CH2:12][C@H:11]([OH:13])[CH2:10][C@H:9]1[C:14]([OH:16])=O)=[O:7])([CH3:4])([CH3:3])[CH3:2].ClC(OCC)=O.[OH-].[NH4+:24].[Cl-].[NH4+]>O1CCCC1.C(N(CC)CC)C>[C:1]([O:5][C:6]([N:8]1[CH2:12][C@H:11]([OH:13])[CH2:10][C@H:9]1[C:14](=[O:16])[NH2:24])=[O:7])([CH3:4])([CH3:3])[CH3:2] |f:2.3,4.5|. Run in O1CCCC1 (tetrahydrofuran), C(C)N(CC)CC (triethylamine), O1CCCC1 (tetrahydrofuran). The product is C(C)(C)(C)OC(=O)N1[C@@H](C[C@H](C1)O)C(N)=O ((2S, 4R)-1-t-Butoxycarbonyl-2-carbamoyl-4-hydroxypyrrolidine). The reactants are ClC(=O)OCC (ethyl chloroformate), C(C)(C)(C)OC(=O)N1[C@@H](C[C@H](C1)O)C(=O)O ((2S, 4R)-1-(t-butoxycarbonyl)-4-hydroxy-2-pyrrolidinecarboxylic acid), [Cl-].[NH4+] (Ammonium chloride), [OH-].[NH4+] (ammonium hydroxide). Reaction conditions: time 35 minute. Procedure details: 58 g of (2S, 4R)-1-(t-butoxycarbonyl)-4-hydroxy-2-pyrrolidinecarboxylic acid [prepared as described in step (1) aboveπ were dissolved in 850 ml of dry tetrahydrofuran, and then 38.2 ml of triethylamine were added to the mixture at -15° to -20° C. A solution of 26.3 ml of ethyl chloroformate in 240 ml of dry tetrahydrofuran was then added dropwise to the mixture at -15° to -20° C., and the mixture was stirred at the same temperature for 35 minutes. At the end of this time, 258 ml of 28% w/v aqueo...